The task is: describe an organic reaction: reactants, conditions, products, and yield. This data is from the Open Reaction Database (ORD), a public repository of structured organic reaction records. Reactants: [Li]C, [Cl-], CC#CCOc1cc(C(=O)c2ccccc2F)ncn1, [NH4+], C1CCOC1. The product is CC#CCOc1cc(C(C)(O)c2ccccc2F)ncn1. Reaction SMILES: [CH3:21][Li:22].[Cl-:23].[F:1][c:2]1[c:3]([C:8](=[O:9])[c:10]2[n:11][cH:12][n:13][c:14]([O:16][CH2:17][C:18]#[C:19][CH3:20])[cH:15]2)[cH:4][cH:5][cH:6][cH:7]1.[NH4+:24].[O:25]1[CH2:26][CH2:27][CH2:28][CH2:29]1>>[F:1][c:2]1[c:3]([C:8]([OH:9])([c:10]2[n:11][cH:12][n:13][c:14]([O:16][CH2:17][C:18]#[C:19][CH3:20])[cH:15]2)[CH3:21])[cH:4][cH:5][cH:6][cH:7]1. The reactants are CC1C(Oc2cccc(C(F)(F)F)c2)CN1C(=O)Cl, [NH4+], C1CCOC1, [OH-], O. The product is CC1C(Oc2cccc(C(F)(F)F)c2)CN1C(N)=O. RXN SMILES: [CH3:1][CH:2]1[N:3]([C:17](=[O:18])[Cl:19])[CH2:4][CH:5]1[O:6][c:7]1[cH:8][c:9]([C:13]([F:14])([F:15])[F:16])[cH:10][cH:11][cH:12]1.[NH4+:20].[O:22]1[CH2:23][CH2:24][CH2:25][CH2:26]1.[OH-:21].[OH2:27]>>[CH3:1][CH:2]1[N:3]([C:17](=[O:18])[NH2:20])[CH2:4][CH:5]1[O:6][c:7]1[cH:8][c:9]([C:13]([F:14])([F:15])[F:16])[cH:10][cH:11][cH:12]1. Reactants: [BH4-].[Na+] (sodium borohydride), Cl (hydrochloric acid), C(C)(=O)C1=CN(C=C1)C (3-Acetyl-1-methylpyrrole), C(CN)N (ethylenediamine), O.C1(=CC=C(C=C1)S(=O)(=O)O)C (p-toluenesulfonic acid monohydrate). The solvent is CO (methanol), O1CCCC1 (tetrahydrofuran), C1(=CC=CC=C1)C (toluene). Reaction conditions: time 16 hour. Yields the product CN1C=C(C=C1)C(C)NCCN (N-[1-(1-methyl-1H-pyrrol-3-yl)ethyl]ethane-1,2-diamine). Isolated yield 83.9%. As a reaction SMILES: [C:1]([C:4]1[CH:8]=[CH:7][N:6]([CH3:9])[CH:5]=1)(=O)[CH3:2].[CH2:10]([NH2:13])[CH2:11][NH2:12].O.C1(C)C=CC(S(O)(=O)=O)=CC=1.[BH4-].[Na+].Cl>C1(C)C=CC=CC=1.O1CCCC1.CO>[CH3:9][N:6]1[CH:7]=[CH:8][C:4]([CH:1]([NH:12][CH2:11][CH2:10][NH2:13])[CH3:2])=[CH:5]1 |f:2.3,4.5|. Procedure details: 3-Acetyl-1-methylpyrrole (1.0 g) and ethylenediamine (1.46 g) were dissolved in toluene (10 ml), the solution was added with p-toluenesulfonic acid monohydrate (154 mg), and the mixture was refluxed for 2 hours by heating. The reaction mixture was added to a suspension of sodium borohydride (307 mg) in tetrahydrofuran, then the mixture was added with methanol, and the mixture was stirred at room temperature for 16 hours. The reaction mixture was made acidic with 1 N hydrochloric acid, and then t... Yields the product BrC1=C(C=CC(=C1)C(=O)N1CC(CC1)C=1C=NC=CC1)C1=CC(=CC(=C1)C(F)(F)F)C(F)(F)F (3-(1-{[2-bromo-3′,5′-bis(trifluoromethyl)biphenyl-4-yl]carbonyl}pyrrolidin-3-yl)pyridine). As a reaction SMILES: [Br:1][C:2]1[CH:7]=[C:6]([C:8]([OH:10])=O)[CH:5]=[CH:4][C:3]=1[C:11]1[CH:16]=[C:15]([C:17]([F:20])([F:19])[F:18])[CH:14]=[C:13]([C:21]([F:24])([F:23])[F:22])[CH:12]=1.CCN=C=N[CH2:30][CH2:31][CH2:32][N:33]([CH3:35])C.Cl.O[N:38]1[C:42]2[CH:43]=[CH:44][CH:45]=CC=2N=N1.[CH3:47]N(C=O)C>>[Br:1][C:2]1[CH:7]=[C:6]([C:8]([N:38]2[CH2:45][CH2:44][CH:43]([C:47]3[CH:35]=[N:33][CH:32]=[CH:31][CH:30]=3)[CH2:42]2)=[O:10])[CH:5]=[CH:4][C:3]=1[C:11]1[CH:16]=[C:15]([C:17]([F:20])([F:19])[F:18])[CH:14]=[C:13]([C:21]([F:24])([F:23])[F:22])[CH:12]=1 |f:1.2|. Starting materials: BrC1=C(C=CC(=C1)C(=O)O)C1=CC(=CC(=C1)C(F)(F)F)C(F)(F)F (2-bromo-3′,5′-bis(trifluoromethyl)biphenyl-4-carboxylic acid), CCN=C=NCCCN(C)C.Cl (N-(3-dimethylaminopropyl)-N-ethylcarbodiimide hydrochloride), ON1N=NC2=C1C=CC=C2 (1-hydroxybenzotriazole), CN(C)C=O (DMF). Procedure details: i-5d (179 mg, 1.21 mmol) was added to a stirred solution of 3a (500 mg, 1.21 mmol), N-(3-dimethylaminopropyl)-N-ethylcarbodiimide hydrochloride (255 mg, 1.33 mmol) and 1-hydroxybenzotriazole 185 mg, 1.21 mmol) in DMF (8.00 mL). After 4 h, the reaction mixture was quenched with said, aq. NaHCO3 and extracted with EtOAc. The organic layer was washed with water and brine, dried (sodium sulfate) and concentrated in vacuo. The resulting crude residue was purified by column chromatography on silica ge... Reaction conditions: time 4 hour. Starting materials: ClC1=NC(=CC=C1C(=O)/C(/C(=O)OCC)=C/N(C)C)Cl (ethyl (2Z)-2-((2,6-dichloropyridin-3-yl)carbonyl)-3-(dimethylamino)prop-2-enoate), NCCC#N (3-aminopropionitrile). Run in C(C)O.C(C)OCC (ethanol diethyl ether), hexanes. Reaction conditions: temperature 75 celsius, time 1 hour. Yields the product ClC1=CC=C2C(C(=CN(C2=N1)CCC#N)C(=O)OCC)=O (ethyl 7-chloro-1-(2-cyanoethyl)-4-oxo-1,4-dihydro-1,8-naphthyridine-3-carboxylate). Reaction SMILES: Cl[C:2]1[C:7]([C:8](/[C:10](=[CH:16]/[N:17]([CH3:19])C)/[C:11]([O:13][CH2:14][CH3:15])=[O:12])=[O:9])=[CH:6][CH:5]=[C:4]([Cl:20])[N:3]=1.[NH2:21][CH2:22][CH2:23]C#N>C(O)C.C(OCC)C>[Cl:20][C:4]1[N:3]=[C:2]2[C:7]([C:8](=[O:9])[C:10]([C:11]([O:13][CH2:14][CH3:15])=[O:12])=[CH:16][N:17]2[CH2:19][CH2:23][C:22]#[N:21])=[CH:6][CH:5]=1 |f:2.3|. Reported procedure: A solution of EXAMPLE 81A (20 g) and 3-aminopropionitrile (4.9 mL) in 1:1 ethanol/diethyl ether (400 mL) was stirred for 15 minutes, diluted with hexanes (1 L), and filtered. The filtrant was dissolved in acetonitrile (400 mL), and the resulting solution was treated with potassium carbonate (17.4 g), heated at 75° C. for 18 hours then cooled, diluted with water (1.5 L), stirred for 1 hour, and filtered. Yields the product NC1=C2C=C(N=CC2=CC=C1)COCC (5-Amino-3-ethoxymethylisoquinoline). Run in C(C)O (ethanol). The yield is 78.9%. Reported procedure: A catalyst (3% palladium-on-charcoal; 3.5 g) is added to a solution of 3-ethoxymethyl-5-nitroisoquinoline (24 g) in ethanol (350 cc). A stream of hydrogen is bubbled through for 4 hours, whilst keeping the temperature at about 25° C. with the aid of a bath of cold water. The suspension is filtered and the filtrate is evaporated to dryness at 50° C. under reduced pressure (20 mm Hg). The residue is recrystallised from diisopropyl ether (200 cc). 5-Amino-3-ethoxymethylisoquinoline (16.5 g), meltin... Starting materials: C(C)OCC=1N=CC2=CC=CC(=C2C1)[N+](=O)[O-] (3-ethoxymethyl-5-nitroisoquinoline). The reagents and catalysts are [Pd] (palladium-on-charcoal). Reaction SMILES: [CH2:1]([O:3][CH2:4][C:5]1[N:6]=[CH:7][C:8]2[C:13]([CH:14]=1)=[C:12]([N+:15]([O-])=O)[CH:11]=[CH:10][CH:9]=2)[CH3:2]>C(O)C.[Pd]>[NH2:15][C:12]1[CH:11]=[CH:10][CH:9]=[C:8]2[C:13]=1[CH:14]=[C:5]([CH2:4][O:3][CH2:1][CH3:2])[N:6]=[CH:7]2. Reactants: BrC=1C=C(C(N(C1)C)=O)NC=1SC=2CN(CCC2N1)C(=O)OC(C)(C)C (tert-Butyl 2-(5-Bromo-1-methyl-2-oxo-1,2-dihydropyridin-3-ylamino)-6,7-dihydrothiazolo[5,4-c]pyridine-5 (4H)-carboxylate), C(C)(=O)OCC=1C(=NC=CC1B(O)O)N1C(C2=CC=3CC(CC3N2CC1)(C)C)=O ({3-[(Acetyloxy)methyl]-2-{4,4-dimethyl-9-oxo-1,10-diazatricyclo[6.4.0.02,6]dodeca-2(6),7-dien-10-yl}pyridin-4-yl}boronic Acid), [O-]P(=O)([O-])[O-].[K+].[K+].[K+] (K3PO4), C(C)(=O)[O-].[Na+] (sodium acetate). Reagents/catalysts: O (water), C1=CC=C(C=C1)P([C-]2C=CC=C2)C3=CC=CC=C3.C1=CC=C(C=C1)P([C-]2C=CC=C2)C3=CC=CC=C3.Cl[Pd]Cl.[Fe+2] (Pd(dppf)Cl2). Solvent: C(C)#N (acetonitrile). Reaction conditions: temperature 100 celsius. Product: C(C)(=O)OCC=1C(=NC=CC1C=1C=C(C(N(C1)C)=O)NC=1SC=2CN(CCC2N1)C(=O)OC(C)(C)C)N1C(C2=CC=3CC(CC3N2CC1)(C)C)=O (tert-Butyl 2-[(5-{3-[(Acetoxy)methyl]-2-{4,4-dimethyl-9-oxo-1,10-diazatricyclo[6.4.0.02,6]dodeca-2(6),7-dien-10-yl}pyridin-4-yl}-1-methyl-2-oxo-1,2-dihydropyridin-3-yl)amino]-4H,5H,6H,7H-[1,3]thiazolo[5,4-c]pyridine-5-carboxylate). Reaction SMILES: Br[C:2]1[CH:3]=[C:4]([NH:10][C:11]2[S:12][C:13]3[CH2:14][N:15]([C:20]([O:22][C:23]([CH3:26])([CH3:25])[CH3:24])=[O:21])[CH2:16][CH2:17][C:18]=3[N:19]=2)[C:5](=[O:9])[N:6]([CH3:8])[CH:7]=1.[C:27]([O:30][CH2:31][C:32]1[C:33]([N:41]2[CH2:52][CH2:51][N:50]3[C:43](=[CH:44][C:45]4[CH2:46][C:47]([CH3:54])([CH3:53])[CH2:48][C:49]=43)[C:42]2=[O:55])=[N:34][CH:35]=[CH:36][C:37]=1B(O)O)(=[O:29])[CH3:28].[O-]P([O-])([O-])=O.[K+].[K+].[K+].C([O-])(=O)C.[Na+]>O.C1C=CC(P(C2C=CC=CC=2)[C-]2C=CC=C2)=CC=1.C1C=CC(P(C2C=CC=CC=2)[C-]2C=CC=C2)=CC=1.Cl[Pd]Cl.[Fe+2].C(#N)C>[C:27]([O:30][CH2:31][C:32]1[C:33]([N:41]2[CH2:52][CH2:51][N:50]3[C:43](=[CH:44][C:45]4[CH2:46][C:47]([CH3:54])([CH3:53])[CH2:48][C:49]=43)[C:42]2=[O:55])=[N:34][CH:35]=[CH:36][C:37]=1[C:2]1[CH:3]=[C:4]([NH:10][C:11]2[S:12][C:13]3[CH2:14][N:15]([C:20]([O:22][C:23]([CH3:26])([CH3:25])[CH3:24])=[O:21])[CH2:16][CH2:17][C:18]=3[N:19]=2)[C:5](=[O:9])[N:6]([CH3:8])[CH:7]=1)(=[O:29])[CH3:28] |f:2.3.4.5,6.7,9.10.11.12|. Procedure details: A 50-mL round-bottomed flask equipped with a reflux condenser was charged with 233a (300 mg, 0.68 mmol), (3-(acetoxymethyl)-2-(7,7-dimethyl-1-oxo-3,4,7,8-tetrahydro-1H-cyclopenta[4,5]pyrrolo-[1,2-a]pyrazin-2(6H)-yl)pyridin-4-yl)boronic acid 199e (1.8 g, 2.72 mmol), Pd(dppf)Cl2 (27.7 mg, 0.034 mmol), K3PO4 (288.3 mg, 1.36 mmol), sodium acetate (111.5 mg, 1.36 mmol), water (10 drops), and acetonitrile (10 mL). After bubbling nitrogen through the mixture for 30 minutes, it was heated at 100° C. und... Starting materials: C(=O)N1CC(CC1)C1=C(C=CC=C1)CC1=CC=CC=C1 (1-formyl-3-(α-phenyl-2-tolyl)pyrrolidine), O (H2O). Solvent: C1CCOC1 (THF), C1CCOC1 (THF). Product: CN1CC(CC1)C1=C(C=CC=C1)CC1=CC=CC=C1 (1-methyl-3-(α-phenyl-2-tolyl)pyrrolidine). RXN SMILES: [CH:1]([N:3]1[CH2:7][CH2:6][CH:5]([C:8]2[CH:13]=[CH:12][CH:11]=[CH:10][C:9]=2[CH2:14][C:15]2[CH:20]=[CH:19][CH:18]=[CH:17][CH:16]=2)[CH2:4]1)=O.O>C1COCC1>[CH3:1][N:3]1[CH2:7][CH2:6][CH:5]([C:8]2[CH:13]=[CH:12][CH:11]=[CH:10][C:9]=2[CH2:14][C:15]2[CH:20]=[CH:19][CH:18]=[CH:17][CH:16]=2)[CH2:4]1. Procedure details: A solution of 5.90 g of 1-formyl-3-(α-phenyl-2-tolyl)pyrrolidine of Example 59 in 40 ml of dry THF is added dropwise to a suspension of 2 g LiAlH in 20 ml of dry THF and the mixture is refluxed for 4 hours. After cooling and hydrolyzing with 20 ml of H2O the organic phase is separated and the residue is extracted with ether. The combined organic phase is washed with water, dried (Na2SO4), and concentrated to an oil. This oil is dissolved in 10 ml of acetone and made acidic with a slight excess o... Starting materials: C1CCOC1, CN, C1COCCO1, O=C(O)c1cccc(O)c1, O=S(Cl)Cl. Product: CNC(=O)c1cccc(O)c1. Reaction SMILES: [CH2:17]1[O:18][CH2:19][CH2:20][CH2:21]1.[CH3:15][NH2:16].[O:22]1[CH2:23][CH2:24][O:25][CH2:26][CH2:27]1.[OH:1][C:2](=[O:3])[c:4]1[cH:5][cH:6][cH:7][c:8]([OH:9])[cH:10]1.[S:11]([Cl:12])([Cl:13])=[O:14]>>[O:1]=[C:2]([c:4]1[cH:5][cH:6][cH:7][c:8]([OH:9])[cH:10]1)[NH:16][CH3:15].